Dataset: the Open Reaction Database (ORD), a public repository of structured organic reaction records. Task: describe an organic reaction: reactants, conditions, products, and yield Reactants: C(C)(C)(C)OC(N[C@@H](C(=O)N1C[C@H](CC1)F)C)=O ([(R)-2-((S)-3-Fluoro-pyrrolidin-1-yl)-1-methyl-2-oxo-ethyl]-carbamic acid tert-butyl ester), FC(C(=O)O)(F)F (Trifluoroacetic acid). The solvent is ClCCl (dichloromethane). Run at time 3 hour. Product: FC(C(=O)O)(F)F.N[C@@H](C(=O)N1C[C@H](CC1)F)C ((R)-2-amino-1-((S)-3-fluoro-pyrrolidin-1-yl)-propan-1-one trifluoroacetate). As a reaction SMILES: C(OC(=O)[NH:7][C@H:8]([CH3:17])[C:9]([N:11]1[CH2:15][CH2:14][C@H:13]([F:16])[CH2:12]1)=[O:10])(C)(C)C.[F:19][C:20]([F:25])([F:24])[C:21]([OH:23])=[O:22]>ClCCl>[F:19][C:20]([F:25])([F:24])[C:21]([OH:23])=[O:22].[NH2:7][C@H:8]([CH3:17])[C:9]([N:11]1[CH2:15][CH2:14][C@H:13]([F:16])[CH2:12]1)=[O:10] |f:3.4|. Procedure: [(R)-2-((S)-3-Fluoro-pyrrolidin-1-yl)-1-methyl-2-oxo-ethyl]-carbamic acid tert-butyl ester (43 mg, 0.127 mmol) was dissolved in dichloromethane (1.6 ml) and cooled in an ice bath. Trifluoroacetic acid (0.8 ml) was slowly added and the reaction was stirred at room temperature for 3 h then evaporated and dried under high vacuum to afford (R)-2-amino-1-((S)-3-fluoro-pyrrolidin-1-yl)-propan-1-one trifluoroacetate which was used without further purification.